Dataset: the Open Reaction Database (ORD), a public repository of structured organic reaction records. Task: describe an organic reaction: reactants, conditions, products, and yield Reactants: S1N=C(C2=C1C=CC=C2)N2CCN(CC2)CCCCN2C(C(C1(CCCC1)CC2=O)C(=O)OOCC2=CC=C(C=C2)[N+](=O)[O-])=O (8-[4-[4-(1,2-benzisothiazol-3-yl)-1piperazinyl]butyl]-6-(4-nitro-benzyloxycarboxy)-8-azaspiro [4.5]decane-7,9-dione), CO.C1CCOC1 (MeOH THF). Isolated yield 69.0%. Reagents/catalysts: [Pd] (Pd/C), [Pd] (Pd/C). Conditions: time 1.5 hour. Product: S1N=C(C2=C1C=CC=C2)N2CCN(CC2)CCCCN2C(C(C1(CCCC1)CC2=O)O)=O (8-[4-[4-(1,2-Benzisothiazol-3-yl)-1-piperazinyl]butyl]-6-hydroxy-8-azaspiro[-4.5]decane-7,9-dione). As a reaction SMILES: [S:1]1[C:5]2[CH:6]=[CH:7][CH:8]=[CH:9][C:4]=2[C:3]([N:10]2[CH2:15][CH2:14][N:13]([CH2:16][CH2:17][CH2:18][CH2:19][N:20]3[C:29](=[O:30])[CH2:28][C:23]4([CH2:27][CH2:26][CH2:25][CH2:24]4)[CH:22](C(OOCC4C=CC([N+]([O-])=O)=CC=4)=O)[C:21]3=[O:45])[CH2:12][CH2:11]2)=[N:2]1.CO.C1C[O:51]CC1>[Pd]>[S:1]1[C:5]2[CH:6]=[CH:7][CH:8]=[CH:9][C:4]=2[C:3]([N:10]2[CH2:11][CH2:12][N:13]([CH2:16][CH2:17][CH2:18][CH2:19][N:20]3[C:29](=[O:30])[CH2:28][C:23]4([CH2:27][CH2:26][CH2:25][CH2:24]4)[CH:22]([OH:51])[C:21]3=[O:45])[CH2:14][CH2:15]2)=[N:2]1 |f:1.2|. Procedure details: A mixture of 8-[4-[4-(1,2-benzisothiazol-3-yl)-1piperazinyl]butyl]-6-(4-nitro-benzyloxycarboxy)-8-azaspiro [4.5]decane-7,9-dione (1.98 g, 3.12 mmol) and 10% Pd/C (0.75 g) in MeOH-THF (2:1, 30 mL) was hydrogenated in a Parr shaker at 55 psi for 1.5 h. An additional 1.25 g of 10% Pd/C was added and hydrogenation was continued at 55 psi for 1 h. The resulting mixture was filtered through a pad of Celite and the pad was washed with EtOAc. The filtrate was evaporated to give a gum which was purified ...